From a dataset of the Open Reaction Database (ORD), a public repository of structured organic reaction records. describe an organic reaction: reactants, conditions, products, and yield The reactants are [H-].[Na+] (sodium hydride), [N+](=O)([O-])C1=CC=C(C=C1)CC#N (p-nitrophenylacetonitrile), BrCCCCBr (1,4 dibromobutane), C(C)OCC (diethyl ether). Run in C(C)(C)O (isopropanol), CS(=O)C (DMSO), CS(=O)C (DMSO), O (water). Reaction conditions: time 8 hour. The product is C(#N)C1(CCCC1)C1=CC=C(C=C1)[N+](=O)[O-] (1-Cyano-1-(4-nitrophenyl)cyclopentane). Isolated yield 78.6%. Reaction SMILES: [H-].[Na+].[N+:3]([C:6]1[CH:11]=[CH:10][C:9]([CH2:12][C:13]#[N:14])=[CH:8][CH:7]=1)([O-:5])=[O:4].Br[CH2:16][CH2:17][CH2:18][CH2:19]Br.C(OCC)C>CS(C)=O.O.C(O)(C)C>[C:13]([C:12]1([C:9]2[CH:8]=[CH:7][C:6]([N+:3]([O-:5])=[O:4])=[CH:11][CH:10]=2)[CH2:19][CH2:18][CH2:17][CH2:16]1)#[N:14] |f:0.1|. Procedure: To 79.2 g (1.65 m) of 50% sodium hydride suspended in 750 ml DMSO was added dropwise a mixture of 121.6 g (0.75 mole) p-nitrophenylacetonitrile and 161.7 ml (0.75 mole) 1,4 dibromobutane in 750 ml of a 50:50 mixture of DMSO, diethyl ether. The temperature was held between 25°-30° C. The reaction mixture was stirred at room temperature overnight then cooled to 10° C. Thirty-eight ml of isopropanol was added followed by the cautious addition of 2.8 l of water. Air was bubbled through the black rea... Starting materials: O (water), C(C=1C(N)=CC=CC1)(=O)O (anthranilic acid), Cl (HCl), C1(=CC=CC=C1)SCC(=O)Cl (Phenylmercaptoacetyl Chloride). Solvent: [OH-].[Na+] (NaOH). Run at time 1 hour. The product is C1(=CC=CC=C1)SCC(=O)NC1=C(C(=O)O)C=CC=C1 (2-((2-(Phenylthio)acetyl)amino)benzoic Acid). Reaction SMILES: [C:1]([OH:10])(=[O:9])[C:2]1[C:3](=[CH:5][CH:6]=[CH:7][CH:8]=1)[NH2:4].[C:11]1([S:17][CH2:18][C:19](Cl)=[O:20])[CH:16]=[CH:15][CH:14]=[CH:13][CH:12]=1.Cl.O>[OH-].[Na+]>[C:11]1([S:17][CH2:18][C:19]([NH:4][C:3]2[CH:5]=[CH:6][CH:7]=[CH:8][C:2]=2[C:1]([OH:10])=[O:9])=[O:20])[CH:16]=[CH:15][CH:14]=[CH:13][CH:12]=1 |f:4.5|. Reported procedure: To a solution of 6.3 g of anthranilic acid in aqueous NaOH (4 g of NaOH in 40 mL of water) which was cooled using an ice-bath was added 8.6 g (0.046 mol) of phenylmercaptoacetylchloride from Example 46. The reaction mixture was stirred for 1 h. The reaction mixture was neutralized with 5% HCl, water (50 mL) was added, and then the mixture was extracted with EtOAc (3×100 mL). The EtOAc solution was dried, filtered, and then concentrated to give after drying under high vacuum, 7.0 g (53%) of the t... Starting materials: Cc1ccc(S(=O)(=O)O)cc1, Cc1ccc(S(=O)(=O)O)cc1, Clc1ccc(I)cn1, NC1CCCN(c2cccnc2)C1. Product: Cc1ccc(S(=O)(=O)O)cc1, Cc1ccc(S(=O)(=O)O)cc1, NC1CCCN(c2ccc(Cl)nc2)C1. Reaction SMILES: [CH3:12][c:13]1[cH:14][cH:15][c:16]([S:19](=[O:20])(=[O:21])[OH:22])[cH:17][cH:18]1.[CH3:1][c:2]1[cH:3][cH:4][c:5]([S:8](=[O:9])(=[O:10])[OH:11])[cH:6][cH:7]1.[Cl:36][c:37]1[cH:38][cH:39][c:40]([I:41])[cH:42][n:43]1.[n:23]1[cH:24][c:25]([N:29]2[CH2:30][CH:31]([NH2:35])[CH2:32][CH2:33][CH2:34]2)[cH:26][cH:27][cH:28]1>>[CH3:12][c:13]1[cH:14][cH:15][c:16]([S:19](=[O:20])(=[O:21])[OH:22])[cH:17][cH:18]1.[CH3:1][c:2]1[cH:3][cH:4][c:5]([S:8](=[O:9])(=[O:10])[OH:11])[cH:6][cH:7]1.[n:23]1[cH:24][c:25]([N:29]2[CH2:30][CH:31]([NH2:35])[CH2:32][CH2:33][CH2:34]2)[cH:26][cH:27][c:28]1[Cl:36]. Product: CC(CNC=1N(N=C(C1)C)C)(C)C ((2,2-Dimethyl-propyl)-(2,5-dimethyl-2H-pyrazol-3-yl)-amine). The yield is 85.0%. Reaction SMILES: [H-].[H-].[H-].[H-].[Li+].[Al+3].[CH3:7][N:8]1[C:12]([NH:13][C:14](=O)[C:15]([CH3:18])([CH3:17])[CH3:16])=[CH:11][C:10]([CH3:20])=[N:9]1.O.[OH-].[Na+]>C1COCC1>[CH3:16][C:15]([CH3:18])([CH3:17])[CH2:14][NH:13][C:12]1[N:8]([CH3:7])[N:9]=[C:10]([CH3:20])[CH:11]=1 |f:0.1.2.3.4.5,8.9|. Reported procedure: To 4.7 g (123 mmol) of LiAlH4 in 150 mL of THF at 0° C. was added a solution of 12.0 g (61.45 mmol) of N-(2,5-dimethyl-2H-pyrazol-3-yl)-2,2-dimethyl-propionamide and 100 mL THF in drops over 60 min. After addition is complete, the reaction mixture was heated to 67° C. for 42 h. After cooling to 23° C., 5 mL H2O was carefully added, followed by 5 mL 5N NaOH and 5 mL H2O. The resulting mixture was filtered through Celite, evaporated to a yellow oil, dissolved in 300 mL EtOAc, washed with 1×100 mL ... Solvent: C1CCOC1 (THF), C1CCOC1 (THF). Reactants: [H-].[H-].[H-].[H-].[Li+].[Al+3] (LiAlH4), CN1N=C(C=C1NC(C(C)(C)C)=O)C (N-(2,5-dimethyl-2H-pyrazol-3-yl)-2,2-dimethyl-propionamide), [OH-].[Na+] (NaOH), O (H2O), O (H2O). Run at temperature 67 celsius. The reactants are Cl (HCl), C1(=CC=CC=C1)N1CCOCC1 (N-phenylmorpholine), aqueous solution, [OH-].[Na+] (sodium hydroxide), C(C(=O)C)(=O)O (pyruvic acid). The solvent is O (water). The product is O1CCN(CC1)C1=CC=C(C=C1)C(C(=O)O)(C)C1=CC=C(C=C1)N1CCOCC1 (2,2-bis(4-morpholinophenyl)propionic acid). Yield: 66.0%. As a reaction SMILES: Cl.[C:2]1([N:8]2[CH2:13][CH2:12][O:11][CH2:10][CH2:9]2)[CH:7]=[CH:6][CH:5]=[CH:4][CH:3]=1.[C:14]([OH:19])(=[O:18])[C:15]([CH3:17])=O.[OH-:20].[Na+]>O>[O:11]1[CH2:12][CH2:13][N:8]([C:2]2[CH:7]=[CH:6][C:5]([C:15]([C:5]3[CH:6]=[CH:7][C:2]([N:8]4[CH2:13][CH2:12][O:20][CH2:10][CH2:9]4)=[CH:3][CH:4]=3)([CH3:17])[C:14]([OH:19])=[O:18])=[CH:4][CH:3]=2)[CH2:9][CH2:10]1 |f:3.4|. Procedure details: Into 12 ml of 6N--HCl solution was dissolved 4.65 g of N-phenylmorpholine. To the solution was added 1.5 g of pyruvic acid and the mixture was heated with reflux for 20 hours. The reaction mixture was, after cooled, diluted with 100 ml of water and adjusted to pH 6 with addition of 20% aqueous solution of sodium hydroxide. The precipitated crystal was collected by filtration which was 3.75 g (yield 66%) of 2,2-bis(4-morpholinophenyl)propionic acid, having a melting point of 217°~223° C.